Dataset: the Open Reaction Database (ORD), a public repository of structured organic reaction records. Task: describe an organic reaction: reactants, conditions, products, and yield Procedure: 2.41 g (10 mmol) of methyl 3-carbamimidoylbenzoate acetate are suspended in 40 ml of methanol, 1.31 ml (11 mmol) of 3-ethoxymethacrolein and 2.04 ml of 30% sodium methoxide in methanol are added, and the mixture is stirred at 50° C. for 15 h. The reaction mixture is evaporated to dryness, and 100 ml of water are added. The precipitate formed is filtered off with suction and dried in vacuo. The crude product is reacted further without further purification; product: 1.65 g; ESI: 229 (M+H). Solvent: CO (methanol), CO (methanol). The reactants are CCO/C=C(\C)/C=O (3-ethoxymethacrolein), C[O-].[Na+] (sodium methoxide), C(C)(=O)O.C(N)(=N)C=1C=C(C(=O)OC)C=CC1 (methyl 3-carbamimidoylbenzoate acetate). Conditions: temperature 50 celsius, time 15 hour. The product is CC=1C=NC(=NC1)C=1C=C(C(=O)OC)C=CC1 (methyl 3-(5-methylpyrimidin-2-yl)benzoate). RXN SMILES: C(O)(=O)C.[C:5]([C:8]1[CH:9]=[C:10]([CH:15]=[CH:16][CH:17]=1)[C:11]([O:13][CH3:14])=[O:12])(=[NH:7])[NH2:6].CCO/[CH:21]=[C:22](/[CH:24]=O)\[CH3:23].C[O-].[Na+]>CO>[CH3:24][C:22]1[CH:21]=[N:7][C:5]([C:8]2[CH:9]=[C:10]([CH:15]=[CH:16][CH:17]=2)[C:11]([O:13][CH3:14])=[O:12])=[N:6][CH:23]=1 |f:0.1,3.4|. The reactants are COC(=O)c1ccn2nc(-c3ccccc3)nc2c1C, Cl, [Li+], C1CCOC1, [OH-], O, O. The product is Cc1c(C(=O)O)ccn2nc(-c3ccccc3)nc12. RXN SMILES: [CH3:1][c:2]1[c:3]2[n:4]([cH:5][cH:6][c:7]1[C:8](=[O:9])[O:10][CH3:11])[n:12][c:13](-[c:15]1[cH:16][cH:17][cH:18][cH:19][cH:20]1)[n:14]2.[ClH:24].[Li+:23].[O:25]1[CH2:26][CH2:27][CH2:28][CH2:29]1.[OH-:22].[OH2:21].[OH2:30]>>[CH3:1][c:2]1[c:3]2[n:4]([cH:5][cH:6][c:7]1[C:8](=[O:9])[OH:10])[n:12][c:13](-[c:15]1[cH:16][cH:17][cH:18][cH:19][cH:20]1)[n:14]2. Reactants: CCOC(=O)c1ccc(-c2cc(Oc3ccc(S(C)(=O)=O)cc3)cc(OC(C)COC)c2)n1C(=O)OC(C)(C)C, ClCCl, O=C(O)C(F)(F)F. Product: CCOC(=O)c1ccc(-c2cc(Oc3ccc(S(C)(=O)=O)cc3)cc(OC(C)COC)c2)[nH]1. As a reaction SMILES: [CH3:1][O:2][CH2:3][CH:4]([O:5][c:6]1[cH:7][c:8](-[c:23]2[cH:24][cH:25][c:26]([C:35](=[O:36])[O:37][CH2:38][CH3:39])[n:27]2[C:28]([O:29][C:30]([CH3:31])([CH3:32])[CH3:33])=[O:34])[cH:9][c:10]([O:12][c:13]2[cH:14][cH:15][c:16]([S:19](=[O:20])(=[O:21])[CH3:22])[cH:17][cH:18]2)[cH:11]1)[CH3:40].[Cl:48][CH2:49][Cl:50].[OH:41][C:42]([C:43]([F:44])([F:45])[F:46])=[O:47]>>[CH3:1][O:2][CH2:3][CH:4]([O:5][c:6]1[cH:7][c:8](-[c:23]2[cH:24][cH:25][c:26]([C:35](=[O:36])[O:37][CH2:38][CH3:39])[nH:27]2)[cH:9][c:10]([O:12][c:13]2[cH:14][cH:15][c:16]([S:19](=[O:20])(=[O:21])[CH3:22])[cH:17][cH:18]2)[cH:11]1)[CH3:40].